From a dataset of the Open Reaction Database (ORD), a public repository of structured organic reaction records. describe an organic reaction: reactants, conditions, products, and yield Starting materials: crude mixture, C(=O)([O-])[O-].[K+].[K+] (K2CO3), O1C(OCC1)CCCCN1CCC(CC1)C=1C=C(C=CC1)NC(C(C)C)=O (N-(3-{1-[4-(1,3-dioxolan-2-yl)butyl]4-piperidinyl}phenyl)-2-methylpropanamide), CN(N)C1=CC=CC=C1 (1-methyl-1-phenylhydrazine), CC(=O)O (HOAc). The reagents and catalysts are [Cl-].[Cl-].[Zn+2] (ZnCl2). Solvent: O (water). Reaction conditions: temperature 80 celsius. Yields the product CC(C(=O)NC1=CC(=CC=C1)C1CCN(CC1)CCCC1=CN(C2=CC=CC=C12)C)C (2-methyl-N-(3-{1-[3-(1-methyl-1H-indol-3-yl)propyl]-4-piperidinyl}phenyl)propanamide). The yield is 18.4%. RXN SMILES: O1CCO[CH:2]1[CH2:6][CH2:7][CH2:8][CH2:9][N:10]1[CH2:15][CH2:14][CH:13]([C:16]2[CH:17]=[C:18]([NH:22][C:23](=[O:27])[CH:24]([CH3:26])[CH3:25])[CH:19]=[CH:20][CH:21]=2)[CH2:12][CH2:11]1.[CH3:28][N:29]([C:31]1[CH:36]=[CH:35][CH:34]=[CH:33][CH:32]=1)N.CC(O)=O.C([O-])([O-])=O.[K+].[K+]>O.[Cl-].[Cl-].[Zn+2]>[CH3:25][CH:24]([CH3:26])[C:23]([NH:22][C:18]1[CH:19]=[CH:20][CH:21]=[C:16]([CH:13]2[CH2:14][CH2:15][N:10]([CH2:9][CH2:8][CH2:7][C:6]3[C:36]4[C:31](=[CH:32][CH:33]=[CH:34][CH:35]=4)[N:29]([CH3:28])[CH:2]=3)[CH2:11][CH2:12]2)[CH:17]=1)=[O:27] |f:3.4.5,7.8.9|. Procedure: A mixture of N-(3-{1-[4-(1,3-dioxolan-2-yl)butyl]4-piperidinyl}phenyl)-2-methylpropanamide (100 mg, 0.270 mmol), 1-methyl-1-phenylhydrazine (106 mg, 0.870 mmol), ZnCl2 (119 mg, 0.870 mmol), and HOAc (1.00 mL) was heated for 12 h at 80° C. The resulting crude mixture was diluted with water (20 mL), the aqueous layer was neutralized with saturated K2CO3 solotion (10 mL) and extracted with CH2Cl2 (3×20 mL). The combined organic layers were concentrated in vacuo and the residue was purified by prepa...